This data is from the Open Reaction Database (ORD), a public repository of structured organic reaction records. The task is: describe an organic reaction: reactants, conditions, products, and yield Reactants: O=C([O-])[O-], CCC1C(=O)Nc2cc(F)ccc2N1C(=O)c1ccc(OC)cc1, CC(C)=O, CI, [K+], [K+]. Yields the product CCC1C(=O)N(C)c2cc(F)ccc2N1C(=O)c1ccc(OC)cc1. As a reaction SMILES: [C:25](=[O:26])([O-:27])[O-:28].[CH2:1]([CH3:2])[CH:3]1[C:4](=[O:24])[NH:5][c:6]2[cH:7][c:8]([F:23])[cH:9][cH:10][c:11]2[N:12]1[C:13]([c:14]1[cH:15][cH:16][c:17]([O:20][CH3:21])[cH:18][cH:19]1)=[O:22].[CH3:33][C:34](=[O:35])[CH3:36].[I:31][CH3:32].[K+:29].[K+:30]>>[CH2:1]([CH3:2])[CH:3]1[C:4](=[O:24])[N:5]([CH3:25])[c:6]2[cH:7][c:8]([F:23])[cH:9][cH:10][c:11]2[N:12]1[C:13]([c:14]1[cH:15][cH:16][c:17]([O:20][CH3:21])[cH:18][cH:19]1)=[O:22]. Starting materials: CNC, C[O-], CN(C)C=O, Cl, [Na+], O=C1N(CCCCI)CCN1N=Cc1ccccc1. Yields the product CN(C)CCCCN1CCN(N=Cc2ccccc2)C1=O. As a reaction SMILES: [CH3:21][NH:22][CH3:23].[CH3:24][O-:25].[CH3:27][N:28]([CH3:29])[CH:30]=[O:31].[ClH:20].[Na+:26].[c:1]1([CH:7]=[N:8][N:9]2[C:10](=[O:19])[N:11]([CH2:14][CH2:15][CH2:16][CH2:17][I:18])[CH2:12][CH2:13]2)[cH:2][cH:3][cH:4][cH:5][cH:6]1>>[c:1]1([CH:7]=[N:8][N:9]2[C:10](=[O:19])[N:11]([CH2:14][CH2:15][CH2:16][CH2:17][N:22]([CH3:21])[CH3:23])[CH2:12][CH2:13]2)[cH:2][cH:3][cH:4][cH:5][cH:6]1. The reactants are N(=[N+]=[N-])CC=1C(=NC(=CC1)C(F)(F)F)C (3-(azidomethyl)-2-methyl-6-(trifluoromethyl)pyridine), C1(=CC=CC=C1)P(C1=CC=CC=C1)C1=CC=CC=C1 (triphenylphosphine), Cl (HCl). Run in O1CCCC1 (tetrahydrofuran). Conditions: time 5 minute. The product is CC1=NC(=CC=C1CN)C(F)(F)F ((2-Methyl-6-(trifluoromethyl)pyridin-3-yl)methanamine). RXN SMILES: [N:1]([CH2:4][C:5]1[C:6]([CH3:15])=[N:7][C:8]([C:11]([F:14])([F:13])[F:12])=[CH:9][CH:10]=1)=[N+]=[N-].C1(P(C2C=CC=CC=2)C2C=CC=CC=2)C=CC=CC=1.Cl>O1CCCC1>[CH3:15][C:6]1[C:5]([CH2:4][NH2:1])=[CH:10][CH:9]=[C:8]([C:11]([F:13])([F:12])[F:14])[N:7]=1. Reported procedure: To a stirred solution of 3-(azidomethyl)-2-methyl-6-(trifluoromethyl)pyridine (292 mg, 1.35 mmol) in tetrahydrofuran (5 mL) was added triphenylphosphine (710 mg, 2.7 mmol), and the mixture was stirred to dissolution. After 5 min the mixture was placed in an oil bath at 50° C. and stirred overnight. The mixture was hydrolyzed with 2M HCl (3 μL) for 0.5 h, then partitioned between ethyl acetate (30 mL) and 0.5 M NaH2PO4 (30 mL). The organic phase was extracted with 0.5 M NaH2PO4 (10 mL), and the c... The reactants are N(=O)[O-].[Na+] (sodium nitrite), C(CC)(=O)O (propionic acid), COC1=CC=C(C=C1)N (p-Anisidine), C(CC)(=O)O (propionic acid), C(CC)(=O)O (propionic acid), C(C=C)(=O)OC(CCCCC)CC (ethylhexyl acrylate), [OH-].[Na+] (Sodium hydroxide), S(O)(O)(=O)=O (Sulfuric acid), C(C=C)(=O)OCC(CCCC)CC (2-Ethylhexyl acrylate). Reagents/catalysts: C=1C=CC(=CC1)/C=C/C(=O)/C=C/C2=CC=CC=C2.C=1C=CC(=CC1)/C=C/C(=O)/C=C/C2=CC=CC=C2.[Pd] (Pd(dba)2), C(C)(C)(C)N (t-Butylamine). The solvent is O (water), O (water). Conditions: temperature 0 celsius, time 1 hour. Product: COC1=CC=C(C=CC(=O)OCC(CCCC)CC)C=C1 (2-ethylhexyl p-methoxycinnamate). The yield is 94.1%. As a reaction SMILES: [CH3:1][O:2][C:3]1[CH:8]=[CH:7][C:6](N)=[CH:5][CH:4]=1.C(O)(=O)CC.S(=O)(=O)(O)O.N([O-])=O.[Na+].[C:24]([O:28][CH2:29][CH:30]([CH2:35][CH3:36])[CH2:31][CH2:32][CH2:33][CH3:34])(=[O:27])[CH:25]=[CH2:26].[OH-].[Na+].C(OC(CC)CCCCC)(=O)C=C>O.C1C=CC(/C=C/C(/C=C/C2C=CC=CC=2)=O)=CC=1.C1C=CC(/C=C/C(/C=C/C2C=CC=CC=2)=O)=CC=1.[Pd].C(N)(C)(C)C>[CH3:1][O:2][C:3]1[CH:8]=[CH:7][C:6]([CH:26]=[CH:25][C:24]([O:28][CH2:29][CH:30]([CH2:35][CH3:36])[CH2:31][CH2:32][CH2:33][CH3:34])=[O:27])=[CH:5][CH:4]=1 |f:3.4,6.7,10.11.12|. Reported procedure: p-Anisidine (123 g), propionic acid (200 ml) and water (250 ml) were mixed in a 5 liter reaction flask and cooled to 0° C. Sulfuric acid 98% (202 g) was added gradually with cooling followed by the addition of sodium nitrite (69 g) dissolved in 200 ml water over a 50 minute period. The stirring was continued for a further one hour at 0°-2° C., t-Butylamine (0.5 g) was then added. After an additional 15 minutes of stirring Pd(dba)2 (1.0 g) and propionic acid (250 ml) were added. 2-Ethylhexyl acry... The product is ClC1=CC=C(C=C1)CC(=O)N1CCC(CC1)CO (1-(4-Chlorophenylacetyl)-4-(hydroxymethyl)piperidine). As a reaction SMILES: [NH:1]1[CH2:6][CH2:5][CH:4]([CH2:7][OH:8])[CH2:3][CH2:2]1.N1C=CC=CC=1.[Cl:15][C:16]1[CH:21]=[CH:20][C:19]([CH2:22][C:23](Cl)=[O:24])=[CH:18][CH:17]=1.Cl>C(Cl)Cl>[Cl:15][C:16]1[CH:21]=[CH:20][C:19]([CH2:22][C:23]([N:1]2[CH2:6][CH2:5][CH:4]([CH2:7][OH:8])[CH2:3][CH2:2]2)=[O:24])=[CH:18][CH:17]=1. Solvent: C(Cl)Cl (methylene chloride), C(Cl)Cl (methylene chloride). Procedure details: To a solution of 5.76 g (0.05 mol) of 4-piperidinemethanol and 4.75 g (0.06 mol) of pyridine in 50 mL of methylene chloride cooled to 0° add dropwise a solution of 10.4 g (0.055 mol) of 4-chlorobenzeneacetyl chloride in 25 mL of methylene chloride. When the addition is complete stir the reaction overnight at room temperature. After this time add 25 mL of 2N hydrochloric acid. Separate the layers and wash the methylene chloride layer with two 50 mL portions of saturated sodium bicarbonate solutio... Reactants: ClC1=CC=C(C=C1)CC(=O)Cl (4-chlorobenzeneacetyl chloride), Cl (hydrochloric acid), N1CCC(CC1)CO (4-piperidinemethanol), N1=CC=CC=C1 (pyridine). Reactants: CN1N=CC(=C1C(NC1=CC=2N(C=C1)N=C(N2)C2=CC=CC=C2)=O)C(=O)O (1-methyl-5-(2-phenyl-[1,2,4]triazolo[1,5-a]pyridin-7-ylcarbamoyl)-1H-pyrazole-4-carboxylic acid), (R)-tetrahydrofuran-3-ylamine4-methylbenzenesulfonate, C(C)(C)N(CC)C(C)C (diisopropylethylamine), CCCP(=O)=O (propylphosphonic anhydride), O1CCCC1 (tetrahydrofurane). Conditions: time 20 minute. Product: CN1N=CC(=C1C(=O)NC1=CC=2N(C=C1)N=C(N2)C2=CC=CC=C2)C(=O)N[C@H]2COCC2 ((R)-1-methyl-N5-(2-phenyl-[1,2,4]triazolo[1,5-a]pyridin-7-yl)-N4-(tetrahydrofuran-3-yl)-1H-pyrazole-4,5-dicarboxamide). Isolated yield 95.7%. RXN SMILES: [CH3:1][N:2]1[C:6]([C:7](=[O:24])[NH:8][C:9]2[CH:14]=[CH:13][N:12]3[N:15]=[C:16]([C:18]4[CH:23]=[CH:22][CH:21]=[CH:20][CH:19]=4)[N:17]=[C:11]3[CH:10]=2)=[C:5]([C:25](O)=[O:26])[CH:4]=[N:3]1.C([N:31]([CH:34]([CH3:36])[CH3:35])CC)(C)C.CCCP(=O)=O.[O:43]1CCC[CH2:44]1>>[CH3:1][N:2]1[C:6]([C:7]([NH:8][C:9]2[CH:14]=[CH:13][N:12]3[N:15]=[C:16]([C:18]4[CH:23]=[CH:22][CH:21]=[CH:20][CH:19]=4)[N:17]=[C:11]3[CH:10]=2)=[O:24])=[C:5]([C:25]([NH:31][C@@H:34]2[CH2:36][CH2:44][O:43][CH2:35]2)=[O:26])[CH:4]=[N:3]1. Reported procedure: A mixture of 1-methyl-5-(2-phenyl-[1,2,4]triazolo[1,5-a]pyridin-7-ylcarbamoyl)-1H-pyrazole-4-carboxylic acid (100 mg, 276 μmol), (R)-tetrahydrofuran-3-ylamine4-methylbenzenesulfonate (143 mg, 552 μmol), diisopropylethylamine (193 μl, 1.1 mmol) and propylphosphonic anhydride (50% in ethyl acetate, 407 μl, 690 μmol) in tetrahydrofurane (7 ml) is refluxed for 18 hours. The solvent is evaporated and to the residue is added sat. aqueous sodium hydrogencarbonate solution. The mixture is stirred for 20... Reactants: C([O-])([O-])=O.[K+].[K+] (potassium carbonate), C(C)OC(CC1=CC=C(C=C1)OC1=CC=C(C=C1)N)=O (ethyl[p-(p-aminophenoxy)phenyl]acetate), C(CCCCCCC)I (n-octyliodide). Solvent: CN(P(=O)(N(C)C)N(C)C)C (hexamethylphosphoramide), CN(P(=O)(N(C)C)N(C)C)C (HMPA), O (H2O). Reaction conditions: temperature 50 celsius, time 24 hour. The product is C(C)OC(CC1=CC=C(C=C1)OC1=CC=C(C=C1)NCCCCCCCC)=O (Ethyl[p-(p-N-octylaminophenoxy)phenyl]acetate). RXN SMILES: C(=O)([O-])[O-].[K+].[K+].[CH2:7]([O:9][C:10](=[O:26])[CH2:11][C:12]1[CH:17]=[CH:16][C:15]([O:18][C:19]2[CH:24]=[CH:23][C:22]([NH2:25])=[CH:21][CH:20]=2)=[CH:14][CH:13]=1)[CH3:8].[CH2:27](I)[CH2:28][CH2:29][CH2:30][CH2:31][CH2:32][CH2:33][CH3:34]>CN(C)P(N(C)C)(N(C)C)=O.O>[CH2:7]([O:9][C:10](=[O:26])[CH2:11][C:12]1[CH:17]=[CH:16][C:15]([O:18][C:19]2[CH:20]=[CH:21][C:22]([NH:25][CH2:27][CH2:28][CH2:29][CH2:30][CH2:31][CH2:32][CH2:33][CH3:34])=[CH:23][CH:24]=2)=[CH:14][CH:13]=1)[CH3:8] |f:0.1.2|. Procedure: A slurry of 3.45 g of anhydrous potassium carbonate in 50 ml of hexamethylphosphoramide (HMPA) containing 6.8 g of ethyl[p-(p-aminophenoxy)phenyl]acetate is heated to 50° C. A solution of 6 g of n-octyliodide in 10 ml of HMPA is added over 2 hours. The heating is continued for 24 hours. The mixture is diluted with 100 ml of H2O and extracted with two 100 ml portions of ether. The combined extracts are washed with two 100 ml portions of H2O, 100 ml of saturated brine, and dried over MgSO4. Evapor... Starting materials: COC(=O)C1(CCC=2N1C=NC2)C2=C(C=C(C=C2)C#N)F (5-(4-cyano-2-fluorophenyl)-6,7-dihydro-5H-pyrrolo[1,2-c]imidazole-5-carboxylic acid methyl ester), [Li+].[OH-] (LiOH), C1CCOC1.CCO (THF EtOH). Yields the product C(C)OC(=O)C1=CC(=C(C=C1)C1(CCC=2N1C=NC2)C(=O)O)F (5-(4-ethoxycarbonyl-2-fluorophenyl)-6,7-dihydro-5H-pyrrolo[1,2-c]imidazole-5-carboxylic acid). Reaction SMILES: C[O:2][C:3]([C:5]1([C:13]2[CH:18]=[CH:17][C:16]([C:19]#N)=[CH:15][C:14]=2[F:21])[N:9]2[CH:10]=[N:11][CH:12]=[C:8]2[CH2:7][CH2:6]1)=[O:4].[Li+].[OH-].C1C[O:27][CH2:26][CH2:25]1.CC[OH:31]>>[CH2:26]([O:27][C:19]([C:16]1[CH:17]=[CH:18][C:13]([C:5]2([C:3]([OH:2])=[O:4])[N:9]3[CH:10]=[N:11][CH:12]=[C:8]3[CH2:7][CH2:6]2)=[C:14]([F:21])[CH:15]=1)=[O:31])[CH3:25] |f:1.2,3.4|. Procedure: To a solution of 5-(4-cyano-2-fluorophenyl)-6,7-dihydro-5H-pyrrolo[1,2-c]imidazole-5-carboxylic acid methyl ester (0.250 g, 0.877 mmol) in THF/EtOH (2:1, 21 mL) is added an aqueous solution of LiOH (0.88 mL, 2 M) is added. After 2.5 h the solution is concentrated and the resulting residue is purified by HPLC (2-23% MeCN/water containing 0.1% TFA). The title compound, 5-(4-ethoxycarbonyl-2-fluorophenyl)-6,7-dihydro-5H-pyrrolo[1,2-c]imidazole-5-carboxylic acid, is isolated as a minor product. MS (...